describe an organic reaction: reactants, conditions, products, and yield From a dataset of the Open Reaction Database (ORD), a public repository of structured organic reaction records. Starting materials: ClC1=CC=C(C=C1)S(=O)(=O)NC(CC1=CC=C(C=CC(=O)OCC)C=C1)C=1C=NC=CC1 (ethyl 4-[2-(4-chlorobenzenesulfonamido)-2(3-pyridyl)ethyl]cinnamate), Cl (hydrogen chloride), [BH4-].[Na+] (sodium borohydride). The reagents and catalysts are [Ni](Cl)Cl (Nickel chloride). The solvent is CO (methanol), C(Cl)Cl (methylene chloride), CO (methanol), C(Cl)Cl (methylene chloride). Run at time 8 hour. Product: ClC1=CC=C(C=C1)S(=O)(=O)NC(CC1=CC=C(C=C1)CCC(=O)OCC)C=1C=NC=CC1 (ethyl 3-(4-[2-(4-chlorobenzenesulfonamido)-2(3-pyridyl)ethyl]phenyl}propionate). As a reaction SMILES: [BH4-].[Na+].[Cl:3][C:4]1[CH:9]=[CH:8][C:7]([S:10]([NH:13][CH:14]([C:29]2[CH:30]=[N:31][CH:32]=[CH:33][CH:34]=2)[CH2:15][C:16]2[CH:28]=[CH:27][C:19]([CH:20]=[CH:21][C:22]([O:24][CH2:25][CH3:26])=[O:23])=[CH:18][CH:17]=2)(=[O:12])=[O:11])=[CH:6][CH:5]=1.Cl>CO.C(Cl)Cl.[Ni](Cl)Cl>[Cl:3][C:4]1[CH:9]=[CH:8][C:7]([S:10]([NH:13][CH:14]([C:29]2[CH:30]=[N:31][CH:32]=[CH:33][CH:34]=2)[CH2:15][C:16]2[CH:28]=[CH:27][C:19]([CH2:20][CH2:21][C:22]([O:24][CH2:25][CH3:26])=[O:23])=[CH:18][CH:17]=2)(=[O:11])=[O:12])=[CH:6][CH:5]=1 |f:0.1|. Procedure: Nickel chloride (20 mg) was suspended in 1 ml of methanol and 9 ml of methylene chloride, followed by gradual addition of 120 mg of sodium borohydride at 0° C. At the same temperature, ethyl 4-[2-(4-chlorobenzenesulfonamido)-2(3-pyridyl)ethyl]cinnamate dissolved in 0.5 ml of methanol and 4.5 ml of methylene chloride was added and stirred at room temperature for eight hours. To the reaction mixture was added dropwise 2N hydrogen chloride at 0° C., until the mixture became acidic. The organic phas... Starting materials: C(C1=CC=CC=C1)OC(N[C@@H](C)C1=CC(=CC=C1)N1CC(OCC1)CNC(=O)OC(C)(C)C)=O ((S)-(1-{3-[2-(tert-butoxycarbonylaminomethyl)-morpholin-4-yl]-phenyl}-ethyl)-carbamic acid benzyl ester), [H][H] (hydrogen). The reagents and catalysts are [Pd] (palladium). The solvent is CO (methanol). The product is C(C)(C)(C)OC(NC[C@H]1CN(CCO1)C1=CC(=CC=C1)C(C)N)=O ((S)-{4-[3-(1-Amino-ethyl)-phenyl]-morpholin-2-ylmethyl}-carbamic acid tert-butyl ester). Yield: 89.0%. RXN SMILES: C(OC(=O)[NH:10][C@H:11]([C:13]1[CH:18]=[CH:17][CH:16]=[C:15]([N:19]2[CH2:24][CH2:23][O:22][CH:21]([CH2:25][NH:26][C:27]([O:29][C:30]([CH3:33])([CH3:32])[CH3:31])=[O:28])[CH2:20]2)[CH:14]=1)[CH3:12])C1C=CC=CC=1.[H][H]>[Pd].CO>[C:30]([O:29][C:27](=[O:28])[NH:26][CH2:25][C@@H:21]1[O:22][CH2:23][CH2:24][N:19]([C:15]2[CH:16]=[CH:17][CH:18]=[C:13]([CH:11]([NH2:10])[CH3:12])[CH:14]=2)[CH2:20]1)([CH3:32])([CH3:31])[CH3:33]. Reported procedure: The mixture of (S)-(1-{3-[2-(tert-butoxycarbonylaminomethyl)-morpholin-4-yl]-phenyl}-ethyl)-carbamic acid benzyl ester (600 mg, 1.3 mmol), palladium on C (10 wt %) (300 mg), and methanol (10 ml) was put onto hydrogenator and shaken at 50 psi of hydrogen for 2 days and one night. The mixture was filtered through Celite pad and washed with methanol. The filtrate was concentrated under vacuum. The sticky oil (89% yield) was used for next step without purification. Reactants: C1CCOC1, Cc1ccc(C(=O)NCC2CC2)cc1-c1nc(S(C)=O)nc2c1CNC(=O)N2c1c(F)cccc1F, CC(C)(C)OC(=O)N1CCC(N)CC1. The product is Cc1ccc(C(=O)NCC2CC2)cc1-c1nc(NC2CCN(C(=O)OC(C)(C)C)CC2)nc2c1CNC(=O)N2c1c(F)cccc1F. Reaction SMILES: [CH2:51]1[O:52][CH2:53][CH2:54][CH2:55]1.[CH:1]1([CH2:4][NH:5][C:6]([c:7]2[cH:8][c:9](-[c:14]3[n:15][c:16]([S:33]([CH3:34])=[O:35])[n:17][c:18]4[c:23]3[CH2:22][NH:21][C:20](=[O:24])[N:19]4[c:25]3[c:26]([F:32])[cH:27][cH:28][cH:29][c:30]3[F:31])[c:10]([CH3:13])[cH:11][cH:12]2)=[O:36])[CH2:2][CH2:3]1.[NH2:37][CH:38]1[CH2:39][CH2:40][N:41]([C:44](=[O:45])[O:46][C:47]([CH3:48])([CH3:49])[CH3:50])[CH2:42][CH2:43]1>>[CH:1]1([CH2:4][NH:5][C:6]([c:7]2[cH:8][c:9](-[c:14]3[n:15][c:16]([NH:37][CH:38]4[CH2:39][CH2:40][N:41]([C:44](=[O:45])[O:46][C:47]([CH3:48])([CH3:49])[CH3:50])[CH2:42][CH2:43]4)[n:17][c:18]4[c:23]3[CH2:22][NH:21][C:20](=[O:24])[N:19]4[c:25]3[c:26]([F:32])[cH:27][cH:28][cH:29][c:30]3[F:31])[c:10]([CH3:13])[cH:11][cH:12]2)=[O:36])[CH2:2][CH2:3]1. Reactants: O=C([O-])C=CC(=O)[O-], CCCN=C(N)Nc1ccn(CCCCC#N)n1, CC(C)=O, [Na+], [OH-], O=S(=O)(O)O. The product is O=C(O)C=CC(=O)O, CCCN=C(N)Nc1ccn(CCCCC(N)=O)n1. Reaction SMILES: [C:26]([CH:27]=[CH:28][C:29](=[O:30])[O-:31])(=[O:32])[O-:33].[CH2:1]([CH2:2][CH3:3])[N:4]=[C:5]([NH:6][c:7]1[n:8][n:9]([CH2:12][CH2:13][CH2:14][CH2:15][C:16]#[N:17])[cH:10][cH:11]1)[NH2:18].[CH3:34][C:35](=[O:36])[CH3:37].[Na+:25].[OH-:24].[S:19]([OH:20])(=[O:21])(=[O:22])[OH:23]>>[C:26]([CH:27]=[CH:28][C:29](=[O:30])[OH:31])(=[O:32])[OH:33].[CH2:1]([CH2:2][CH3:3])[N:4]=[C:5]([NH:6][c:7]1[n:8][n:9]([CH2:12][CH2:13][CH2:14][CH2:15][C:16]([NH2:17])=[O:20])[cH:10][cH:11]1)[NH2:18]. The reactants are NC1=C(C(=O)C2=NC=C(C=C2NS(=O)(=O)C2=CC(=C(C=C2)Cl)C(F)(F)F)Cl)C=CC=C1 (N-[2-(2-amino-benzoyl)-5-chloro-pyridin-3-yl]-4-chloro-3-trifluoromethyl-benzenesulfonamide), [Si](C)(C)(C)N=C=O (TMS isocyanate). Run in C1CCOC1 (THF), CC(=O)O (AcOH). Conditions: temperature 65 celsius. The product is ClC1=C(C=C(C=C1)S(=O)(=O)NC=1C(=NC=C(C1)Cl)C1=NC(NC2=CC=CC=C12)=O)C(F)(F)F (4-Chloro-N-[5-chloro-2-(2-oxo-1,2-dihydro-quinazolin-4-yl)-pyridin-3-yl]-3-trifluoromethyl-benzenesulfonamide). As a reaction SMILES: [NH2:1][C:2]1[CH:31]=[CH:30][CH:29]=[CH:28][C:3]=1[C:4]([C:6]1[C:11]([NH:12][S:13]([C:16]2[CH:21]=[CH:20][C:19]([Cl:22])=[C:18]([C:23]([F:26])([F:25])[F:24])[CH:17]=2)(=[O:15])=[O:14])=[CH:10][C:9]([Cl:27])=[CH:8][N:7]=1)=O.[Si]([N:36]=[C:37]=[O:38])(C)(C)C>C1COCC1.CC(O)=O>[Cl:22][C:19]1[CH:20]=[CH:21][C:16]([S:13]([NH:12][C:11]2[C:6]([C:4]3[C:3]4[C:2](=[CH:31][CH:30]=[CH:29][CH:28]=4)[NH:1][C:37](=[O:38])[N:36]=3)=[N:7][CH:8]=[C:9]([Cl:27])[CH:10]=2)(=[O:15])=[O:14])=[CH:17][C:18]=1[C:23]([F:24])([F:25])[F:26]. Procedure details: To a stirred solution of N-[2-(2-amino-benzoyl)-5-chloro-pyridin-3-yl]-4-chloro-3-trifluoromethyl-benzenesulfonamide (48 mg, 0.097 mmol) in anhydrous THF (2 mL) and AcOH (400 μL) was added TMS isocyanate (32 μL, 0.22 mmol) and the resulting mixture was heated at 65° C. overnight. The crude reaction mixture was directly purified by HPLC to provide 4-Chloro-N-[5-chloro-2-(2-oxo-1,2-dihydro-quinazolin-4-yl)-pyridin-3-yl]-3-trifluoromethyl-benzenesulfonamide. 1H NMR (400 MHz, CDCl3) δ 10.50 (br s, 1... The reactants are CCOC(=O)c1c[nH]n(-c2ccccc2OC)c1=O, COS(=O)(=O)C(F)(F)F. The product is CCOC(=O)c1cn(C)n(-c2ccccc2OC)c1=O. Reaction SMILES: [CH3:1][O:2][c:3]1[c:4](-[n:9]2[nH:10][cH:11][c:12]([C:15](=[O:16])[O:17][CH2:18][CH3:19])[c:13]2=[O:14])[cH:5][cH:6][cH:7][cH:8]1.[F:20][C:21]([F:22])([F:23])[S:24]([O:25][CH3:26])(=[O:27])=[O:28]>>[CH3:1][O:2][c:3]1[c:4](-[n:9]2[n:10]([CH3:21])[cH:11][c:12]([C:15](=[O:16])[O:17][CH2:18][CH3:19])[c:13]2=[O:14])[cH:5][cH:6][cH:7][cH:8]1.